Dataset: the Open Reaction Database (ORD), a public repository of structured organic reaction records. Task: describe an organic reaction: reactants, conditions, products, and yield The reactants are C(C)(=O)OC(C)=O (acetic anhydride), [OH-].[Na+] (sodium hydroxide), [OH-].[K+] (potassium hydroxide), C(=C)C1=CC=C(C=C1)O (p-vinylphenol). Product: C(C)(=O)OC1=CC=C(C=C)C=C1 (4-acetoxystyrene). Reaction SMILES: [CH:1]([C:3]1[CH:8]=[CH:7][C:6]([OH:9])=[CH:5][CH:4]=1)=[CH2:2].[C:10](OC(=O)C)(=[O:12])[CH3:11].[OH-].[Na+].[OH-].[K+]>>[C:10]([O:9][C:6]1[CH:7]=[CH:8][C:3]([CH:1]=[CH2:2])=[CH:4][CH:5]=1)(=[O:12])[CH3:11] |f:2.3,4.5|. Procedure: Pittet et al. in U.S. Pat. No. 4,316,995 describe a method for preparing p-vinylphenol. In that method, p-hydroxybenzaldehyde is first reacted with malonic acid using ethylenediamine as catalyst to give pHCA, which is decarboxylated in situ at a temperature of 115 to 120° C. to form impure p-vinylphenol. The p-vinylphenol is isolated from the reaction mixture and reacted with acetic anhydride in the presence of a base, such as sodium hydroxide or potassium hydroxide, to form 4-acetoxystyrene, wh... Run at time 24 hour. The product is C(=O)C(CCCC)NC([C@@H](NC(=O)OCC1=CC=CC=C1)CC1=CC=CC=C1)=O (N-Benzyloxycarbonyl-L-phenylalanine-(1-formyl)pentylamide). Procedure: In 50 ml of methylene chloride was dissolved 1.8 g of L-norleucine methyl ester hydrochloride, and 1.1 ml of N-methylmorpholine was added to the solution. To the solution were further added 3.0 g of N-benzyloxycarbonyl-L-phenylalanine and 1.9 g of 1-ethyl-3-(3-diethylaminopropyl)carbodiimide, and the mixture was stirred at room temperature for 24 hours. After completion of the reaction, water was added to the reaction mixture, and the mixture was extracted with ethyl acetate. The organic layer w... RXN SMILES: Cl.C[O:3][C:4](=O)[C@H:5]([CH2:7][CH2:8][CH2:9][CH3:10])[NH2:6].CN1CCOCC1.[CH2:19]([O:26][C:27]([NH:29][C@H:30]([C:38]([OH:40])=O)[CH2:31][C:32]1[CH:37]=[CH:36][CH:35]=[CH:34][CH:33]=1)=[O:28])[C:20]1[CH:25]=[CH:24][CH:23]=[CH:22][CH:21]=1.C(N=C=NCCCN(CC)CC)C>C(Cl)Cl.O>[CH:4]([CH:5]([NH:6][C:38](=[O:40])[C@H:30]([CH2:31][C:32]1[CH:33]=[CH:34][CH:35]=[CH:36][CH:37]=1)[NH:29][C:27]([O:26][CH2:19][C:20]1[CH:21]=[CH:22][CH:23]=[CH:24][CH:25]=1)=[O:28])[CH2:7][CH2:8][CH2:9][CH3:10])=[O:3] |f:0.1|. Run in C(Cl)Cl (methylene chloride), O (water). Reactants: Cl.COC([C@@H](N)CCCC)=O (L-norleucine methyl ester hydrochloride), CN1CCOCC1 (N-methylmorpholine), C(C)N=C=NCCCN(CC)CC (1-ethyl-3-(3-diethylaminopropyl)carbodiimide), C(C1=CC=CC=C1)OC(=O)N[C@@H](CC1=CC=CC=C1)C(=O)O (N-benzyloxycarbonyl-L-phenylalanine). Yield: 104.4%. Reactants: ICCCS(=O)(=O)NCC(CSC(NCCCCCCCCCCCCCCCCCC)=O)OC (3-(3-iodopropylsulfonylamino)-2-methoxy-1-octadecylcarbamoylthiopropane), CN1C=NC=C1 (N-methylimidazole). Product: [I-].COC(CSC(NCCCCCCCCCCCCCCCCCC)=O)CNS(=O)(=O)CCC[NH+]1CN(CC1)C (2-methoxy-1-octadecylcarbamoylthio-3-(3-N-methylimidazoliniopropylsulfonylamino)propane iodide). Yield: 91.0%. RXN SMILES: [I:1][CH2:2][CH2:3][CH2:4][S:5]([NH:8][CH2:9][CH:10]([O:34][CH3:35])[CH2:11][S:12][C:13](=[O:33])[NH:14][CH2:15][CH2:16][CH2:17][CH2:18][CH2:19][CH2:20][CH2:21][CH2:22][CH2:23][CH2:24][CH2:25][CH2:26][CH2:27][CH2:28][CH2:29][CH2:30][CH2:31][CH3:32])(=[O:7])=[O:6].[CH3:36][N:37]1[CH:41]=[CH:40][N:39]=[CH:38]1>>[I-:1].[CH3:35][O:34][CH:10]([CH2:9][NH:8][S:5]([CH2:4][CH2:3][CH2:2][NH+:39]1[CH2:40][CH2:41][N:37]([CH3:36])[CH2:38]1)(=[O:7])=[O:6])[CH2:11][S:12][C:13](=[O:33])[NH:14][CH2:15][CH2:16][CH2:17][CH2:18][CH2:19][CH2:20][CH2:21][CH2:22][CH2:23][CH2:24][CH2:25][CH2:26][CH2:27][CH2:28][CH2:29][CH2:30][CH2:31][CH3:32] |f:2.3|. Procedure: A solution of 100 mg of 3-(3-iodopropylsulfonylamino)-2-methoxy-1-octadecylcarbamoylthiopropane IIa6 in 0.3 ml of N-methylimidazole is stirred at 25° C. overnight. After the solvent is evaporated, the residue is washed with water to give 102 mg of 2-methoxy-1-octadecylcarbamoylthio-3-(3-N-methylimidazoliniopropylsulfonylamino)propane iodide Ia24 in 91% yield. Starting materials: ClC=1C=C(C=NC1)C1=NC(=CC2=C1N(C(=N2)NC2=C(C=CC=C2)F)C[C@@H]2CC[C@H](CC2)C)C(NO)=N (4-(5-chloropyridin-3-yl)-2-((2-fluorophenyl)amino)-N-hydroxy-3-((trans-4-methylcyclohexyl)methyl)-3H-imidazo[4,5-c]pyridine-6-carboximidamide), O1N=CNC1=O (1,2,4-oxadiazol-5(4H)-one). The product is ClC=1C=C(C=NC1)C1=NC(=CC2=C1N(C(=N2)NC2=C(C=CC=C2)F)C[C@@H]2CC[C@H](CC2)C)C2=NOC(N2)=O (3-(4-(5-chloropyridin-3-yl)-2-((2-fluorophenyl)amino)-3-((trans-4-methylcyclohexyl)methyl)-3H-imidazo[4,5-c]pyridin-6-yl)-1,2,4-oxadiazol-5(4H)-one). RXN SMILES: [Cl:1][C:2]1[CH:3]=[C:4]([C:8]2[C:13]3[N:14]([CH2:25][C@H:26]4[CH2:31][CH2:30][C@H:29]([CH3:32])[CH2:28][CH2:27]4)[C:15]([NH:17][C:18]4[CH:23]=[CH:22][CH:21]=[CH:20][C:19]=4[F:24])=[N:16][C:12]=3[CH:11]=[C:10]([C:33](=[NH:36])[NH:34][OH:35])[N:9]=2)[CH:5]=[N:6][CH:7]=1.[O:37]1[C:41](=O)NC=N1>>[Cl:1][C:2]1[CH:3]=[C:4]([C:8]2[C:13]3[N:14]([CH2:25][C@H:26]4[CH2:27][CH2:28][C@H:29]([CH3:32])[CH2:30][CH2:31]4)[C:15]([NH:17][C:18]4[CH:23]=[CH:22][CH:21]=[CH:20][C:19]=4[F:24])=[N:16][C:12]=3[CH:11]=[C:10]([C:33]3[NH:36][C:41](=[O:37])[O:35][N:34]=3)[N:9]=2)[CH:5]=[N:6][CH:7]=1. Procedure: Using a procedure analogous to that described in Example 3.94 (Step 3), and starting with 4-(5-chloropyridin-3-yl)-2-((2-fluorophenyl)amino)-N-hydroxy-3-((trans-4-methylcyclohexyl)methyl)-3H-imidazo[4,5-c]pyridine-6-carboximidamide, 3-(4-(5-chloropyridin-3-yl)-2-(2-fluorophenyl)amino)-3-((trans-4-methylcyclohexyl)methyl)-3H-imidazo[4,5-c]pyridin-6-yl)-1,2,4-oxadiazol-5(4H)-one (TFA salt) was prepared. MS ESI calc'd. for C27H25ClFNγO2 [M+H]+ 534. found 534. 1H NMR (500 MHz, DMSO-d6) δ 12.83 (s, 1... Isolated yield 44.4%. Run in C(C)O (ethanol). Starting materials: C(=O)(C(F)(F)F)O (TFA), FC(C(=O)O)(F)F.ClC=1N=CN(C1)C1=C(C=C(C=C1)NC1=NN2C(C(CC(CC2)=O)C2=CC=C(C=C2)F)=N1)OC (2-(4-(4-chloro-1H-imidazol-1-yl)-3-methoxyphenylamino)-9-(4-fluorophenyl)-8,9-dihydro-5H-[1,2,4]triazolo[1,5-a]azepin-7(6H)-one 2,2,2-trifluoroacetate), N1CCCC1 (pyrrolidine), C(#N)[BH3-].[Na+] (sodium cyanoborohydride). Conditions: time 48 hour. Product: ClC=1N=CN(C1)C1=C(C=C(C=C1)NC1=NN2C(C(CC(CC2)N2CCCC2)C2=CC=C(C=C2)F)=N1)OC (N-(4-(4-chloro-1H-imidazol-1-yl)-3-methoxyphenyl)-9-(4-fluorophenyl)-7-(pyrrolidin-1-yl)-6,7,8,9-tetrahydro-5H-[1,2,4]triazolo[1,5-a]azepin-2-amine). Reported procedure: 2-(4-(4-Chloro-1H-imidazol-1-yl)-3-methoxyphenylamino)-9-(4-fluorophenyl)-8,9-dihydro-5H-[1,2,4]triazolo[1,5-a]azepin-7(6H)-one (50 mg, 0.107 mmol, from example 137) was added to a mixture of pyrrolidine (7.62 mg, 0.107 mmol), and sodium cyanoborohydride (1.0 M in THF, 428 μL, 0.428 mmol) in ethanol (0.535 mL). The mixture was stirred at rt for 48 h and then concentrated in vacuo. The crude product was purified using reverse phase preparatory HPLC (MeOH/water/trifluoroacetic acid) to afford the ... RXN SMILES: FC(F)(F)C(O)=O.[Cl:8][C:9]1[N:10]=[CH:11][N:12]([C:14]2[CH:19]=[CH:18][C:17]([NH:20][C:21]3[N:38]=[C:24]4[CH:25]([C:31]5[CH:36]=[CH:35][C:34]([F:37])=[CH:33][CH:32]=5)[CH2:26][C:27](=O)[CH2:28][CH2:29][N:23]4[N:22]=3)=[CH:16][C:15]=2[O:39][CH3:40])[CH:13]=1.[NH:41]1[CH2:45][CH2:44][CH2:43][CH2:42]1.C([BH3-])#N.[Na+].C(O)(C(F)(F)F)=O>C(O)C>[Cl:8][C:9]1[N:10]=[CH:11][N:12]([C:14]2[CH:19]=[CH:18][C:17]([NH:20][C:21]3[N:38]=[C:24]4[CH:25]([C:31]5[CH:32]=[CH:33][C:34]([F:37])=[CH:35][CH:36]=5)[CH2:26][CH:27]([N:41]5[CH2:45][CH2:44][CH2:43][CH2:42]5)[CH2:28][CH2:29][N:23]4[N:22]=3)=[CH:16][C:15]=2[O:39][CH3:40])[CH:13]=1 |f:0.1,3.4|. Reactants: CO, Cl, [Na+], [OH-], CCNC(=O)C1OC(n2cnc3c(NCC(c4ccccc4)c4ccccc4)nc(C(=O)OC)nc32)C(O)C1O. Product: CCNC(=O)C1OC(n2cnc3c(NCC(c4ccccc4)c4ccccc4)nc(C(=O)O)nc32)C(O)C1O. RXN SMILES: [CH3:44][OH:45].[ClH:43].[Na+:42].[OH-:41].[c:1]1([CH:7]([CH2:8][NH:9][c:10]2[c:11]3[n:12][cH:13][n:14]([CH:23]4[O:24][CH:25]([C:30](=[O:31])[NH:32][CH2:33][CH3:34])[CH:26]([OH:29])[CH:27]4[OH:28])[c:15]3[n:16][c:17]([C:19](=[O:20])[O:21][CH3:22])[n:18]2)[c:35]2[cH:36][cH:37][cH:38][cH:39][cH:40]2)[cH:2][cH:3][cH:4][cH:5][cH:6]1>>[c:1]1([CH:7]([CH2:8][NH:9][c:10]2[c:11]3[n:12][cH:13][n:14]([CH:23]4[O:24][CH:25]([C:30](=[O:31])[NH:32][CH2:33][CH3:34])[CH:26]([OH:29])[CH:27]4[OH:28])[c:15]3[n:16][c:17]([C:19](=[O:20])[OH:21])[n:18]2)[c:35]2[cH:36][cH:37][cH:38][cH:39][cH:40]2)[cH:2][cH:3][cH:4][cH:5][cH:6]1. Starting materials: COC1=C(C2=C(C(CO2)=O)C=C1)C#CC1CCN(CC1)C(=O)OC(C)(C)C (tert-butyl 4-[(6-methoxy-3-oxo-2,3-dihydrobenzofuran-7-yl)-ethynyl]piperidine-1-carboxylate). Isolated yield 81.4%. Reaction SMILES: [CH3:1][O:2][C:3]1[CH:12]=[CH:11][C:6]2[C:7](=[O:10])[CH2:8][O:9][C:5]=2[C:4]=1[C:13]#[C:14][CH:15]1[CH2:20][CH2:19][N:18]([C:21]([O:23][C:24]([CH3:27])([CH3:26])[CH3:25])=[O:22])[CH2:17][CH2:16]1>C(O)C.[Pd]>[CH3:1][O:2][C:3]1[CH:12]=[CH:11][C:6]2[C:7](=[O:10])[CH2:8][O:9][C:5]=2[C:4]=1[CH2:13][CH2:14][CH:15]1[CH2:20][CH2:19][N:18]([C:21]([O:23][C:24]([CH3:27])([CH3:26])[CH3:25])=[O:22])[CH2:17][CH2:16]1. Solvent: C(C)O (ethanol). The product is COC1=C(C2=C(C(CO2)=O)C=C1)CCC1CCN(CC1)C(=O)OC(C)(C)C (tert-butyl 4-[2-(6-methoxy-3-oxo-2,3-dihydrobenzofuran-7-yl)ethyl]piperidine-1-carboxylate). Reported procedure: A solution of tert-butyl 4-[(6-methoxy-3-oxo-2,3-dihydrobenzofuran-7-yl)-ethynyl]piperidine-1-carboxylate (0.0721 g, 0.194 mmol) synthesized in Example B55, Step 1 in ethanol (3 mL) was added with 5% palladium/carbon (wetted with 50% water, 0.0700 g), and the mixture was stirred overnight at room temperature under a hydrogen atmosphere. The reaction mixture was filtered through Celite, and the resulting filtrate was concentrated to obtain tert-butyl 4-[2-(6-methoxy-3-oxo-2,3-dihydrobenzofuran-7-... Conditions: time 8 hour. Reagents/catalysts: [Pd] (palladium/carbon). Reactants: BrC1=C(C=CC=C1)[N+](=O)[O-] (2-bromonitrobenzene), C1(=CC=CC=C1)B(O)O (phenylboronic acid), C([O-])([O-])=O.[Na+].[Na+] (sodium carbonate). The reagents and catalysts are [Pd].C1(=CC=CC=C1)P(C1=CC=CC=C1)C1=CC=CC=C1.C1(=CC=CC=C1)P(C1=CC=CC=C1)C1=CC=CC=C1.C1(=CC=CC=C1)P(C1=CC=CC=C1)C1=CC=CC=C1.C1(=CC=CC=C1)P(C1=CC=CC=C1)C1=CC=CC=C1 (tetrakis(triphenylphosphine) palladium). Run in C(OC)COC (dimethoxyethane), O (water). Yields the product [N+](=O)([O-])C1=C(C=CC=C1)C1=CC=CC=C1 (2-Nitro-1,1′-biphenyl). Reaction SMILES: C(=O)([O-])[O-].[Na+].[Na+].Br[C:8]1[CH:13]=[CH:12][CH:11]=[CH:10][C:9]=1[N+:14]([O-:16])=[O:15].[C:17]1(B(O)O)[CH:22]=[CH:21][CH:20]=[CH:19][CH:18]=1>C(COC)OC.O.[Pd].C1(P(C2C=CC=CC=2)C2C=CC=CC=2)C=CC=CC=1.C1(P(C2C=CC=CC=2)C2C=CC=CC=2)C=CC=CC=1.C1(P(C2C=CC=CC=2)C2C=CC=CC=2)C=CC=CC=1.C1(P(C2C=CC=CC=2)C2C=CC=CC=2)C=CC=CC=1>[N+:14]([C:9]1[CH:10]=[CH:11][CH:12]=[CH:13][C:8]=1[C:17]1[CH:22]=[CH:21][CH:20]=[CH:19][CH:18]=1)([O-:16])=[O:15] |f:0.1.2,7.8.9.10.11|. Procedure details: Aqueous sodium carbonate (2 M, 100 mL), followed by tetrakis(triphenylphosphine) palladium (340. mg, 0.297 mmol), were added to a solution of 2-bromonitrobenzene (2.00 g, 9.90 mmol) and phenylboronic acid (1.27 g, 9.90 mmol) in dimethoxyethane (125 mL). The reaction mixture was heated to reflux for 3 hours. The reaction crude was then cooled to room temperature, diluted with water (100 mL) and the product extracted with CH2Cl2 (4×50 mL). The organic phase was dried over MgSO4, and concentrated u... Reactants: Cc1cc(SCC=C(c2ccc(Br)cc2)c2ccc(Br)cc2)ccc1OCC(=O)O, [F-], OB(O)c1cccc(C(F)(F)F)c1, [K+], O=C(C=Cc1ccccc1)C=Cc1ccccc1, O=C(C=Cc1ccccc1)C=Cc1ccccc1, O=C(C=Cc1ccccc1)C=Cc1ccccc1, [Pd], [Pd]. The product is Cc1cc(SCC=C(c2ccc(Br)cc2)c2ccc(-c3cccc(C(F)(F)F)c3)cc2)ccc1OCC(=O)O. RXN SMILES: [Br:1][c:2]1[cH:3][cH:4][c:5]([C:8](=[CH:9][CH2:10][S:11][c:12]2[cH:13][c:14]([CH3:23])[c:15]([O:16][CH2:17][C:18](=[O:19])[OH:20])[cH:21][cH:22]2)[c:24]2[cH:25][cH:26][c:27]([Br:30])[cH:28][cH:29]2)[cH:6][cH:7]1.[F-:44].[F:31][C:32]([c:33]1[cH:34][c:35]([B:39]([OH:40])[OH:41])[cH:36][cH:37][cH:38]1)([F:42])[F:43].[K+:45].[O:48]=[C:49]([CH:50]=[CH:51][c:52]1[cH:53][cH:54][cH:55][cH:56][cH:57]1)[CH:58]=[CH:59][c:60]1[cH:61][cH:62][cH:63][cH:64][cH:65]1.[O:66]=[C:67]([CH:68]=[CH:69][c:70]1[cH:71][cH:72][cH:73][cH:74][cH:75]1)[CH:76]=[CH:77][c:78]1[cH:79][cH:80][cH:81][cH:82][cH:83]1.[O:84]=[C:85]([CH:86]=[CH:87][c:88]1[cH:89][cH:90][cH:91][cH:92][cH:93]1)[CH:94]=[CH:95][c:96]1[cH:97][cH:98][cH:99][cH:100][cH:101]1.[Pd:46].[Pd:47]>>[c:2]1(-[c:35]2[cH:34][c:33]([C:32]([F:31])([F:42])[F:43])[cH:38][cH:37][cH:36]2)[cH:3][cH:4][c:5]([C:8](=[CH:9][CH2:10][S:11][c:12]2[cH:13][c:14]([CH3:23])[c:15]([O:16][CH2:17][C:18](=[O:19])[OH:20])[cH:21][cH:22]2)[c:24]2[cH:25][cH:26][c:27]([Br:30])[cH:28][cH:29]2)[cH:6][cH:7]1. The reactants are O=C[C@H](O)[C@H](O)[C@@H](O)[C@@H](O)C (L-rhamnose), C(CCC)N (n-butylamine), ClCCN=C=O (2-chloroethyl isocyanate). Yields the product ClCCNC(=O)N(C1[C@H](O)[C@H](O)[C@@H](O)[C@@H](O1)C)CCCC (1-(2-chloroethyl)-3-n-butyl-3-L-rhamnopyranosylurea). Isolated yield 64.3%. RXN SMILES: O=[CH:2][C@@H:3]([C@@H:5]([C@H:7]([C@H:9]([CH3:11])[OH:10])[OH:8])[OH:6])[OH:4].[CH2:12]([NH2:16])[CH2:13][CH2:14][CH3:15].[Cl:17][CH2:18][CH2:19][N:20]=[C:21]=[O:22]>>[Cl:17][CH2:18][CH2:19][NH:20][C:21]([N:16]([CH2:12][CH2:13][CH2:14][CH3:15])[CH:11]1[O:4][C@@H:3]([CH3:2])[C@H:5]([OH:6])[C@@H:7]([OH:8])[C@H:9]1[OH:10])=[O:22]. Reported procedure: 3.3 g of L-rhamnose, 1.8 g of n-butylamine and 2.5 g of 2-chloroethyl isocyanate are treated in the same manner as described in Example 5-(1). 4.2 g of 1-(2-chloroethyl)-3-n-butyl-3-L-rhamnopyranosylurea are thereby obtained as colorless caramel.